Dataset: the Open Reaction Database (ORD), a public repository of structured organic reaction records. Task: describe an organic reaction: reactants, conditions, products, and yield Reactants: FC1=CC=2C(C3=CC(=C(C=C3OC2C=C1O)O)F)=O (2,7-Difluoro-3,6-dihydroxy-xanthen-9-one), [H-].[Na+] (sodium hydride), COCCOCCl (2-methoxyethoxymethyl chloride). Procedure: A cloudy solution of 8 (2.4 g, 9.1 mmol) in dry THF (50 mL) was treated with sodium hydride (1.1 g, 45.8 mmol) at 0° C. under an Ar atmosphere. The mixture was stirred at 0° C. for 30 min and then 2-methoxyethoxymethyl chloride (5.2 mL, 45.8 mmol) was added. The mixture was stirred at 0° C. for an additional 30 min and then warmed to room temperature overnight. The reaction mixture was cooled to 0° C., quenched with 1M citric acid (50 mL), and then extracted with EtOAc. The combined organic laye... Reaction SMILES: [F:1][C:2]1[C:15]([OH:16])=[CH:14][C:13]2[O:12][C:11]3[C:6](=[CH:7][C:8]([F:18])=[C:9]([OH:17])[CH:10]=3)[C:5](=[O:19])[C:4]=2[CH:3]=1.[H-].[Na+].[CH3:22][O:23][CH2:24][CH2:25][O:26][CH2:27]Cl>C1COCC1>[F:1][C:2]1[C:15]([O:16][CH2:22][O:23][CH2:24][CH2:25][O:26][CH3:27])=[CH:14][C:13]2[O:12][C:11]3[C:6](=[CH:7][C:8]([F:18])=[C:9]([O:17][CH2:22][O:23][CH2:24][CH2:25][O:26][CH3:27])[CH:10]=3)[C:5](=[O:19])[C:4]=2[CH:3]=1 |f:1.2|. The product is FC1=CC=2C(C3=CC(=C(C=C3OC2C=C1OCOCCOC)OCOCCOC)F)=O (2,7-Difluoro-3,6-bis-(2-methoxyethoxymethoxy)-xanthen-9-one). Conditions: temperature 0 celsius, time 30 minute. Isolated yield 64.9%. The solvent is C1CCOC1 (THF). The reactants are [Al+3], COCCCOC(=O)c1ccc(C)c(OCCCOC)c1, Cl, [H-], [H-], [H-], [H-], [Li+], [Na+], C1CCOC1, [OH-], O. Yields the product COCCCOc1cc(CO)ccc1C. RXN SMILES: [Al+3:23].[CH3:1][O:2][CH2:3][CH2:4][CH2:5][O:6][c:7]1[cH:8][c:9]([C:10](=[O:11])[O:12][CH2:13][CH2:14][CH2:15][O:16][CH3:17])[cH:18][cH:19][c:20]1[CH3:21].[ClH:30].[H-:22].[H-:25].[H-:26].[H-:27].[Li+:24].[Na+:29].[O:31]1[CH2:32][CH2:33][CH2:34][CH2:35]1.[OH-:28].[OH2:36]>>[CH3:1][O:2][CH2:3][CH2:4][CH2:5][O:6][c:7]1[cH:8][c:9]([CH2:10][OH:11])[cH:18][cH:19][c:20]1[CH3:21]. Reactants: BrC=1C=CC(=C(C1)NS(=O)(=O)C1=CC=C(C=C1)I)OC (N-[5-Bromo-2-(methyloxy)phenyl]-4-iodobenzenesulfonamide), S1C(=CC=C1)B(O)O (2-thienylboronic acid). Yields the product BrC=1C=CC(=C(C1)NS(=O)(=O)C1=CC=C(C=C1)C=1SC=CC1)OC (N-[5-Bromo-2-(methyloxy)phenyl]-4-(2-thienyl)benzenesulfonamide). RXN SMILES: [Br:1][C:2]1[CH:3]=[CH:4][C:5]([O:19][CH3:20])=[C:6]([NH:8][S:9]([C:12]2[CH:17]=[CH:16][C:15](I)=[CH:14][CH:13]=2)(=[O:11])=[O:10])[CH:7]=1.[S:21]1[CH:25]=[CH:24][CH:23]=[C:22]1B(O)O>>[Br:1][C:2]1[CH:3]=[CH:4][C:5]([O:19][CH3:20])=[C:6]([NH:8][S:9]([C:12]2[CH:17]=[CH:16][C:15]([C:22]3[S:21][CH:25]=[CH:24][CH:23]=3)=[CH:14][CH:13]=2)(=[O:11])=[O:10])[CH:7]=1. Procedure details: The title compound was prepared from the product of Step 1 and 2-thienylboronic acid using a similar method to that described for Examples 237-243 (E237-E243). MS (ES−) 422/424 [M−H]−. Starting materials: CC(C)(C)Cl, [Cl-], Clc1ccccc1, Cl. Product: CC(C)(C)c1ccc(Cl)cc1. RXN SMILES: [C:3]([CH3:4])([CH3:5])([CH3:6])[Cl:7].[Cl-:1].[Cl:8][c:9]1[cH:10][cH:11][cH:12][cH:13][cH:14]1.[ClH:2]>>[C:3]([CH3:4])([CH3:5])([CH3:6])[c:12]1[cH:11][cH:10][c:9]([Cl:8])[cH:14][cH:13]1. The reactants are ClC=1C=C(C=CC1C(F)(F)F)C1=NC=2N(C(=C1)C(F)(F)F)N=CC2C(=O)O (5-(3-chloro-4-trifluoromethyl-phenyl)-7-trifluoromethyl-pyrazolo[1,5-a]pyrimidine-3-carboxylic acid), NC1=NC=C(C=N1)C(=N)NO (2-amino-N-hydroxy-pyrimidine-5-carboxamidine). Yields the product ClC=1C=C(C=CC1C(F)(F)F)C1=NC=2N(C(=C1)C(F)(F)F)N=CC2C2=NC(=NO2)C=2C=NC(=NC2)N (5-{5-[5-(3-Chloro-4-trifluoromethyl-phenyl)-7-trifluoromethyl-pyrazolo[1,5-a]pyrimidin-3-yl]-[1,2,4]oxadiazol-3-yl}-pyrimidin-2-ylamine). RXN SMILES: [Cl:1][C:2]1[CH:3]=[C:4]([C:12]2[CH:17]=[C:16]([C:18]([F:21])([F:20])[F:19])[N:15]3[N:22]=[CH:23][C:24]([C:25]([OH:27])=O)=[C:14]3[N:13]=2)[CH:5]=[CH:6][C:7]=1[C:8]([F:11])([F:10])[F:9].[NH2:28][C:29]1[N:34]=[CH:33][C:32]([C:35]([NH:37]O)=[NH:36])=[CH:31][N:30]=1>>[Cl:1][C:2]1[CH:3]=[C:4]([C:12]2[CH:17]=[C:16]([C:18]([F:21])([F:19])[F:20])[N:15]3[N:22]=[CH:23][C:24]([C:25]4[O:27][N:37]=[C:35]([C:32]5[CH:31]=[N:30][C:29]([NH2:28])=[N:34][CH:33]=5)[N:36]=4)=[C:14]3[N:13]=2)[CH:5]=[CH:6][C:7]=1[C:8]([F:11])([F:9])[F:10]. Procedure: The title compound was prepared from 5-(3-chloro-4-trifluoromethyl-phenyl)-7-trifluoromethyl-pyrazolo[1,5-a]pyrimidine-3-carboxylic acid (example C.17) (205 mg, 0.5 mmol) and 2-amino-N-hydroxy-pyrimidine-5-carboxamidine (example B.5) (115 mg, 0.75 mmol) according to general procedure II. Obtained after flash chromatography on silica gel (ethyl acetate/heptane) and further purification by crystallization (dichloromethane/hexane) as a yellow solid (150 mg, 57%). MS (EI) 526.1 [(M)+]; mp 279° C. The reactants are CN(C)CCNc1ccc(C(=O)N2Cc3cccn3Cc3ccccc32)cn1, CCN(C(C)C)C(C)C, ClCCl, Cc1ccc(F)cc1C(=O)Cl. The product is Cc1ccc(F)cc1C(=O)N(CCN(C)C)c1ccc(C(=O)N2Cc3cccn3Cc3ccccc32)cn1. RXN SMILES: [CH3:1][N:2]([CH2:3][CH2:4][NH:5][c:6]1[cH:7][cH:8][c:9]([C:12](=[O:13])[N:14]2[CH2:15][c:16]3[n:17]([cH:25][cH:26][cH:27]3)[CH2:18][c:19]3[c:20]2[cH:21][cH:22][cH:23][cH:24]3)[cH:10][n:11]1)[CH3:28].[CH:29]([N:30]([CH:31]([CH3:32])[CH3:33])[CH2:34][CH3:35])([CH3:36])[CH3:37].[Cl:49][CH2:50][Cl:51].[F:38][c:39]1[cH:40][cH:41][c:42]([CH3:48])[c:43]([C:44](=[O:45])[Cl:46])[cH:47]1>>[CH3:1][N:2]([CH2:3][CH2:4][N:5]([c:6]1[cH:7][cH:8][c:9]([C:12](=[O:13])[N:14]2[CH2:15][c:16]3[n:17]([cH:25][cH:26][cH:27]3)[CH2:18][c:19]3[c:20]2[cH:21][cH:22][cH:23][cH:24]3)[cH:10][n:11]1)[C:44]([c:43]1[c:42]([CH3:48])[cH:41][cH:40][c:39]([F:38])[cH:47]1)=[O:45])[CH3:28]. The reactants are [OH-].[Na+] (sodium hydroxide), CSC(=N)N.OS(=O)(=O)O (S-methylisothioureasulfate), C(C)OC=C(C(=O)OCC)C(=O)OCC (diethyl ethoxymethylenemalonate). The solvent is C(C)O (ethanol). Run at time 18 hour. Yields the product CSC1=NC=C(C(=N1)O)C(=O)OCC (ethyl 2-methylthio-4-hydroxypyrimidine-5-carboxylate). Yield: 60.7%. RXN SMILES: [OH-].[Na+].[CH3:3][S:4][C:5]([NH2:7])=[NH:6].OS(O)(=O)=O.C([O:15][CH:16]=[C:17]([C:23](OCC)=O)[C:18]([O:20][CH2:21][CH3:22])=[O:19])C>C(O)C>[CH3:3][S:4][C:5]1[N:7]=[C:16]([OH:15])[C:17]([C:18]([O:20][CH2:21][CH3:22])=[O:19])=[CH:23][N:6]=1 |f:0.1,2.3|. Procedure details: To a 4N sodium hydroxide solution (200 mL) was added S-methylisothioureasulfate (55.6 g, 0.2 mol), and after stirring for 30 min, at room temperature a solution of diethyl ethoxymethylenemalonate (80.8 mL, 0.35 mol) in ethanol (100 mL) was dropwise added slowly over 1 h. After stirring for 18 h, the precipitated crystals were collected by filtration, washed several times with cold ethanol and the obtained crystals were added to 1N hydrochloric acid (300 mL). The mixture was stirred for 30 min an... Yield: 62.0%. Procedure: The reaction was carried out as described in General Procedure 2 using 4-methyl-2-trichloromethyl-1H-benzoimidazole (Example 20, Step A, 100 mg, 0.40 mmol) and N-ethylpiperazine (0.10 mL, 0.80 mmol) in THF (3 mL). Purification afforded 67 mg (62%) of the title compound. MS (ESI): mass calculated for C15H20N4O, 272.16; m/z found, 273.2 [M+H]+. 1H NMR (400 MHz, CDCl3): 10.89 (s, 1H), 7.64 (d, J=8.6 Hz, 0.5H), 7.33 (d, J=8.6 Hz, 0.5H), 7.22-7.18 (m, 1H), 7.13 (d, J=7.4 Hz, 0.5H), 7.10 (d, J=7.4 Hz,... RXN SMILES: [CH3:1][C:2]1[C:10]2[N:9]=[C:8]([C:11](Cl)(Cl)Cl)[NH:7][C:6]=2[CH:5]=[CH:4][CH:3]=1.[CH2:15]([N:17]1[CH2:22][CH2:21][NH:20][CH2:19][CH2:18]1)[CH3:16].C1C[O:26]CC1>>[CH2:15]([N:17]1[CH2:22][CH2:21][N:20]([C:11]([C:8]2[NH:7][C:6]3[CH:5]=[CH:4][CH:3]=[C:2]([CH3:1])[C:10]=3[N:9]=2)=[O:26])[CH2:19][CH2:18]1)[CH3:16]. The product is C(C)N1CCN(CC1)C(=O)C1=NC2=C(N1)C=CC=C2C ((4-Ethyl-piperazin-1-yl)-(4-methyl-1H-benzoimidazol-2-yl)-methanone). Reactants: CC1=CC=CC=2NC(=NC21)C(Cl)(Cl)Cl (4-methyl-2-trichloromethyl-1H-benzoimidazole), C(C)N1CCNCC1 (N-ethylpiperazine), C1CCOC1 (THF).